This data is from the Open Reaction Database (ORD), a public repository of structured organic reaction records. The task is: describe an organic reaction: reactants, conditions, products, and yield The reactants are CO (methanol), [OH-].[Na+] (sodium hydroxide), COC(N(C)C)OC (dimethylformamide-dimethylacetal), N1CCNCCNCCNCC1 (1,4,7,10-tetraazacyclododecane), C1(=CC=CC=C1)C (toluene), acrylic acid nitrile. Solvent: O (water). Run at time 9 hour. Yields the product C(#N)CCN1CCNCCNCCNCC1 (10-(2-Cyanoethyl)-1,4,7,10-tetraazacyclododecane). Reaction SMILES: COC(OC)[N:4]([CH3:6])C.[NH:9]1[CH2:20][CH2:19][NH:18][CH2:17][CH2:16][NH:15][CH2:14][CH2:13][NH:12][CH2:11][CH2:10]1.CO.[OH-].[Na+].[C:25]1(C)C=CC=C[CH:26]=1>O>[C:6]([CH2:25][CH2:26][N:9]1[CH2:20][CH2:19][NH:18][CH2:17][CH2:16][NH:15][CH2:14][CH2:13][NH:12][CH2:11][CH2:10]1)#[N:4] |f:3.4|. Procedure details: 15.9 g (133.5 mmol) of dimethylformamide-dimethylacetal (under nitrogen) is added to 20.0 g (116.1 mmol) of 1,4,7,10-tetraazacyclododecane in 200 ml of absolute toluene. It is refluxed slowly and the solvent is distilled off in this way. Then, it is concentrated by evaporation under reduced pressure. The residue is cooled to room temperature. 9.24 g (174.15 mmol) of acrylic acid nitrile is instilled under a nitrogen atmosphere and heated slowly to 75° C. It is stirred for 9 hours at this tempera... As a reaction SMILES: [Br:1][c:2]1[c:3]([S:8](=[O:9])(=[O:10])[c:11]2[cH:12][cH:13][c:14]([CH:15]=[O:16])[cH:17][cH:18]2)[cH:4][cH:5][cH:6][cH:7]1.[CH2:34]1[O:35][CH2:36][CH2:37][O:38][CH2:39][CH2:40][O:41][CH2:42][CH2:43][O:44][CH2:45][CH2:46][O:47][CH2:48]1.[CH3:62][CH2:63][O:64][C:65](=[O:66])[CH3:67].[F:19][c:20]1[c:21]([CH2:22][P:23](=[O:24])([O:25][CH3:26])[O:27][CH3:28])[cH:29][cH:30][c:31]([F:33])[cH:32]1.[H-:49].[Na+:50].[Na+:51].[Na+:52].[O-:53][C:54](=[O:55])[O-:56].[O:57]1[CH2:58][CH2:59][CH2:60][CH2:61]1>>[Br:1][c:2]1[c:3]([S:8](=[O:9])(=[O:10])[c:11]2[cH:12][cH:13][c:14]([CH:15]=[CH:22][c:21]3[c:20]([F:19])[cH:32][c:31]([F:33])[cH:30][cH:29]3)[cH:17][cH:18]2)[cH:4][cH:5][cH:6][cH:7]1. Reactants: O=Cc1ccc(S(=O)(=O)c2ccccc2Br)cc1, C1COCCOCCOCCOCCO1, CCOC(C)=O, COP(=O)(Cc1ccc(F)cc1F)OC, [H-], [Na+], [Na+], [Na+], O=C([O-])[O-], C1CCOC1. The product is O=S(=O)(c1ccc(C=Cc2ccc(F)cc2F)cc1)c1ccccc1Br. The reactants are Cl (HCl), [Si](C)(C)(C(C)(C)C)OCCCN1C=C(C(=CC1=O)NC1=C(C=C(C=C1)I)F)C(=O)N (1-(3-{[tert-Butyl(dimethyl)silyl]oxy}propyl)-4-(2-fluoro-4-iodoanilino)-6-oxo-1,6-dihydro-3-pyridinecarboxamide), [Si](C)(C)(C(C)(C)C)O[Si](C)(C)C(C)(C)C (t-butyldimethylsilyl ether). The solvent is CCO (EtOH). Product: FC1=C(NC=2C(=CN(C(C2)=O)CCCO)C(=O)N)C=CC(=C1)I (4-(2-fluoro-4-iodoanilino)-1-(3-hydroxypropyl)-6-oxo-1,6-dihydro-3-pyridinecarboxamide). Reaction SMILES: [Si]([O:8][CH2:9][CH2:10][CH2:11][N:12]1[C:17](=[O:18])[CH:16]=[C:15]([NH:19][C:20]2[CH:25]=[CH:24][C:23]([I:26])=[CH:22][C:21]=2[F:27])[C:14]([C:28]([NH2:30])=[O:29])=[CH:13]1)(C(C)(C)C)(C)C.Cl.[Si](O[Si](C(C)(C)C)(C)C)(C(C)(C)C)(C)C>CCO>[F:27][C:21]1[CH:22]=[C:23]([I:26])[CH:24]=[CH:25][C:20]=1[NH:19][C:15]1[C:14]([C:28]([NH2:30])=[O:29])=[CH:13][N:12]([CH2:11][CH2:10][CH2:9][OH:8])[C:17](=[O:18])[CH:16]=1. Procedure: 1-(3-{[tert-Butyl(dimethyl)silyl]oxy}propyl)-4-(2-fluoro-4-iodoanilino)-6-oxo-1,6-dihydro-3-pyridinecarboxamide was dissolved in EtOH and treated with 1 M HCl, as for example 22, step D, deprotecting the t-butyldimethylsilyl ether to give 4-(2-fluoro-4-iodoanilino)-1-(3-hydroxypropyl)-6-oxo-1,6-dihydro-3-pyridinecarboxamide as a white solid which was recrystallised from EtOAc/MeOH (86%), m.p. (EtOAc/MeOH) 220-223° C. 1H NMR [(CD3)2SO, 400 MHz] δ 10.40 (s, 1H), 8.29 (s, 1H), 7.91 (br s, 1H), 7.72... The reactants are C(C=C)OC1(CCN(CC1)C1=C(C(=NC=2N1N=C(C2)CO)C)[C@@H](C(=O)OCC)OC(C)(C)C)C ((S)-ethyl 2-(7-(4-(allyloxy)-4-methylpiperidin-1-yl)-2-(hydroxymethyl)-5-methylpyrazolo[1,5-a]pyrimidin-6-yl)-2-(tert-butoxy)acetate), C(C=C)C1=C(C=CC=C1)O (2-allylphenol), C1=CC=C(C=C1)P(C2=CC=CC=C2)C3=CC=CC=C3 (Ph3P), CCOC(=O)/N=N/C(=O)OCC (DEAD). The solvent is C1CCOC1 (THF), CCOCC (Et2O). Product: C(C=C)OC1(CCN(CC1)C1=C(C(=NC=2N1N=C(C2)COC2=C(C=CC=C2)CC=C)C)[C@@H](C(=O)OCC)OC(C)(C)C)C ((S)-ethyl 2-(7-(4-(allyloxy)-4-methylpiperidin-1-yl)-2-((2-allylphenoxy)methyl)-5-methylpyrazolo[1,5-a]pyrimidin-6-yl)-2-(tert-butoxy)acetate). The yield is 19.7%. RXN SMILES: [CH2:1]([O:4][C:5]1([CH3:34])[CH2:10][CH2:9][N:8]([C:11]2[N:16]3[N:17]=[C:18]([CH2:20][OH:21])[CH:19]=[C:15]3[N:14]=[C:13]([CH3:22])[C:12]=2[C@H:23]([O:29][C:30]([CH3:33])([CH3:32])[CH3:31])[C:24]([O:26][CH2:27][CH3:28])=[O:25])[CH2:7][CH2:6]1)[CH:2]=[CH2:3].[CH2:35]([C:38]1[CH:43]=[CH:42][CH:41]=[CH:40][C:39]=1O)[CH:36]=[CH2:37].C1C=CC(P(C2C=CC=CC=2)C2C=CC=CC=2)=CC=1.CCOC(/N=N/C(OCC)=O)=O>C1COCC1.CCOCC>[CH2:1]([O:4][C:5]1([CH3:34])[CH2:10][CH2:9][N:8]([C:11]2[N:16]3[N:17]=[C:18]([CH2:20][O:21][C:39]4[CH:40]=[CH:41][CH:42]=[CH:43][C:38]=4[CH2:35][CH:36]=[CH2:37])[CH:19]=[C:15]3[N:14]=[C:13]([CH3:22])[C:12]=2[C@H:23]([O:29][C:30]([CH3:33])([CH3:32])[CH3:31])[C:24]([O:26][CH2:27][CH3:28])=[O:25])[CH2:7][CH2:6]1)[CH:2]=[CH2:3]. Reported procedure: To a stirred solution of (S)-ethyl 2-(7-(4-(allyloxy)-4-methylpiperidin-1-yl)-2-(hydroxymethyl)-5-methylpyrazolo[1,5-a]pyrimidin-6-yl)-2-(tert-butoxy)acetate (0.190 g, 0.320 mmol), 2-allylphenol (0.084 ml, 0.641 mmol) and Ph3P (0.126 g, 0.480 mmol) in THF (5 mL) was added DEAD (0.101 ml, 0.641 mmol) at 0° C. The reaction was slowly warming to rt over 3 h and after 1 h at rt, diluted with Et2O (50 mL), washed with water (2×10 mL), brine (10 mL), dried (MgSO4), filtered, concentrated and the resul... Product: NC(CO)(CO)Cc1ccc(-c2nc3ccc(C4(c5ccccc5)CC4)nc3s2)c(F)c1. Reactants: Cl, CC(=O)NC(CO)(CO)Cc1ccc(-c2nc3ccc(C4(c5ccccc5)CC4)nc3s2)c(F)c1. Reaction SMILES: [ClH:36].[F:1][c:2]1[cH:3][c:4]([CH2:26][C:27]([CH2:28][OH:29])([CH2:30][OH:31])[NH:32][C:33](=[O:34])[CH3:35])[cH:5][cH:6][c:7]1-[c:8]1[s:9][c:10]2[n:11][c:12]([C:17]3([c:20]4[cH:21][cH:22][cH:23][cH:24][cH:25]4)[CH2:18][CH2:19]3)[cH:13][cH:14][c:15]2[n:16]1>>[F:1][c:2]1[cH:3][c:4]([CH2:26][C:27]([CH2:28][OH:29])([CH2:30][OH:31])[NH2:32])[cH:5][cH:6][c:7]1-[c:8]1[s:9][c:10]2[n:11][c:12]([C:17]3([c:20]4[cH:21][cH:22][cH:23][cH:24][cH:25]4)[CH2:18][CH2:19]3)[cH:13][cH:14][c:15]2[n:16]1.